This data is from the Open Reaction Database (ORD), a public repository of structured organic reaction records. The task is: describe an organic reaction: reactants, conditions, products, and yield RXN SMILES: [Br:1][c:2]1[cH:3][c:4]([C:5](=[O:6])[NH:7][CH:8]([C:9](=[O:10])[N:11]2[CH2:12][C:13]([CH3:25])([CH3:26])[C:14]([OH:17])([c:18]3[cH:19][cH:20][c:21]([Cl:24])[cH:22][cH:23]3)[CH2:15][CH2:16]2)[CH:27]([CH3:28])[CH3:29])[cH:30][cH:31][cH:32]1.[C:46](=[O:47])([O-:48])[O-:49].[CH3:33][O:34][C:35](=[O:36])[c:37]1[cH:38][cH:39][c:40]([B:43]([OH:44])[OH:45])[cH:41][cH:42]1.[CH3:57][CH2:58][O:59][C:60]([CH3:61])=[O:62].[Cs+:50].[Cs+:51].[O-:64][C:65]([CH3:66])=[O:67].[O-:68][C:69]([CH3:70])=[O:71].[O:52]=[CH:53][N:54]([CH3:55])[CH3:56].[Pd+2:63]>>[c:2]1(-[c:40]2[cH:39][cH:38][c:37]([C:35]([O:34][CH3:33])=[O:36])[cH:42][cH:41]2)[cH:3][c:4]([C:5](=[O:6])[NH:7][CH:8]([C:9](=[O:10])[N:11]2[CH2:12][C:13]([CH3:25])([CH3:26])[C:14]([OH:17])([c:18]3[cH:19][cH:20][c:21]([Cl:24])[cH:22][cH:23]3)[CH2:15][CH2:16]2)[CH:27]([CH3:28])[CH3:29])[cH:30][cH:31][cH:32]1. The reactants are CC(C)C(NC(=O)c1cccc(Br)c1)C(=O)N1CCC(O)(c2ccc(Cl)cc2)C(C)(C)C1, O=C([O-])[O-], COC(=O)c1ccc(B(O)O)cc1, CCOC(C)=O, [Cs+], [Cs+], CC(=O)[O-], CC(=O)[O-], CN(C)C=O, [Pd+2]. The product is COC(=O)c1ccc(-c2cccc(C(=O)NC(C(=O)N3CCC(O)(c4ccc(Cl)cc4)C(C)(C)C3)C(C)C)c2)cc1. Reactants: C(#N)C=1C(=C(C=C(C(=O)C2=CC=C(C=C2)C(F)(F)F)C1)OC)OC (5-cyano-3,4-dimethoxy-4'-(trifluoromethyl)benzophenone), B(Br)(Br)Br (boron tribromide), CO (methanol). Solvent: C(Cl)Cl (methylene chloride). Conditions: time 18 hour. The product is C(#N)C=1C(=C(C=C(C(=O)C2=CC=C(C=C2)C(F)(F)F)C1)O)O (5-cyano-3,4-dihydroxy-4'-(trifluoromethyl)benzophenone). Reaction SMILES: [C:1]([C:3]1[C:4]([O:23]C)=[C:5]([O:21]C)[CH:6]=[C:7]([CH:20]=1)[C:8]([C:10]1[CH:15]=[CH:14][C:13]([C:16]([F:19])([F:18])[F:17])=[CH:12][CH:11]=1)=[O:9])#[N:2].B(Br)(Br)Br.CO>C(Cl)Cl>[C:1]([C:3]1[C:4]([OH:23])=[C:5]([OH:21])[CH:6]=[C:7]([CH:20]=1)[C:8]([C:10]1[CH:11]=[CH:12][C:13]([C:16]([F:17])([F:18])[F:19])=[CH:14][CH:15]=1)=[O:9])#[N:2]. Reported procedure: 1.5 g of 5-cyano-3,4-dimethoxy-4'-(trifluoromethyl)benzophenone (dissolved in 75 ml of methylene chloride) are treated at 5° with 2.18 ml of boron tribromide, whereupon the mixture is stirred at room temperature for 18 hours. The reaction mixture is subsequently diluted with 50 ml of methylene chloride. The mixture is heated under reflux for an additional 4 hours, treated at -70° with 15 ml of methanol, stirred at room temperature for 2 hours, evaporated, the residue is dried in vacuo and partit... The reactants are COC(=O)C(C)O, COc1ccc(S(=O)(=O)Nc2ccc(Cl)cc2Cc2c(F)cccc2F)cc1OC. Product: COC(=O)C(C)N(c1ccc(Cl)cc1Cc1c(F)cccc1F)S(=O)(=O)c1ccc(OC)c(OC)c1. As a reaction SMILES: [C:31]([CH:32]([OH:33])[CH3:34])(=[O:35])[O:36][CH3:37].[Cl:1][c:2]1[cH:3][c:4]([CH2:22][c:23]2[c:24]([F:30])[cH:25][cH:26][cH:27][c:28]2[F:29])[c:5]([NH:8][S:9](=[O:10])(=[O:11])[c:12]2[cH:13][c:14]([O:20][CH3:21])[c:15]([O:18][CH3:19])[cH:16][cH:17]2)[cH:6][cH:7]1>>[Cl:1][c:2]1[cH:3][c:4]([CH2:22][c:23]2[c:24]([F:30])[cH:25][cH:26][cH:27][c:28]2[F:29])[c:5]([N:8]([S:9](=[O:10])(=[O:11])[c:12]2[cH:13][c:14]([O:20][CH3:21])[c:15]([O:18][CH3:19])[cH:16][cH:17]2)[CH:32]([C:31](=[O:35])[O:36][CH3:37])[CH3:34])[cH:6][cH:7]1. The reactants are [Na].ClC1=CC=C(C=C1)C(CC(C(=O)OCC)=O)=O (Ethyl 4-(4-chlorophenyl)-2,4-dioxobutanoate sodium salt), CC(=O)C1=CC=C(C=C1)Cl (4-chloroacetophenone), C(C)OC(C(=O)OCC)=O (diethyloxalate), C(C)(C)[N-]C(C)C.[Li+] (lithiumdiisopropylamide), Cl.COC1=CC=C(C=C1)NN (4-methoxyphenylhydrazine hydrochloride), C1(=CC=CC=C1)N1N=C(C=C1)C1=CC=CC=C1 (1,3-diphenyl pyrazole). Run in CCO (EtOH). Run at time 18 hour. Product: ClC1=CC=C(C=C1)C1=CC(=NN1C1=CC=C(C=C1)OC)C(=O)OCC (Ethyl 5-(4-chlorophenyl)-1-(4-methoxyphenyl)pyrazole-3-carboxylate). Reaction SMILES: [Na].[Cl:2][C:3]1[CH:8]=[CH:7][C:6]([C:9](=O)[CH2:10][C:11](=O)[C:12]([O:14][CH2:15][CH3:16])=[O:13])=[CH:5][CH:4]=1.CC(C1C=CC(Cl)=CC=1)=O.C(OC(=O)C(OCC)=O)C.C([N-]C(C)C)(C)C.[Li+].Cl.[CH3:48][O:49][C:50]1[CH:55]=[CH:54][C:53]([NH:56][NH2:57])=[CH:52][CH:51]=1.C1(N2C=CC(C3C=CC=CC=3)=N2)C=CC=CC=1>CCO>[Cl:2][C:3]1[CH:8]=[CH:7][C:6]([C:9]2[N:56]([C:53]3[CH:54]=[CH:55][C:50]([O:49][CH3:48])=[CH:51][CH:52]=3)[N:57]=[C:11]([C:12]([O:14][CH2:15][CH3:16])=[O:13])[CH:10]=2)=[CH:5][CH:4]=1 |f:0.1,4.5,6.7,^1:0|. Procedure details: Ethyl 4-(4-chlorophenyl)-2,4-dioxobutanoate sodium salt (10.0 g, 36.1 mM), synthesized from 4-chloroacetophenone and diethyloxalate employing lithiumdiisopropylamide as base, and 4-methoxyphenylhydrazine hydrochloride (6.31 g, 36.1 mM) in cold absolute EtOH (360 ml) were stirred at 0° for 4hr., at rt for 18 hr and then at reflux for 5 hr. The resulting solution was evaporated in vacuo, H2O (100 ml) was added and the aqueous phase extracted with Et2O (3×100 ml). The combined ether layerwas washed... The reactants are C=O (formaldehyde), base, Cl.COC=1C(=CC2=C(C(N(CO2)CCCNCCC2=CC(=C(C=C2)OC)OC)=O)C1)OC (2,3-Dihydro-6,7-dimethoxy-3-[3-(3,4-dimethoxyphenethylamino)propyl]-4H-1,3-benzoxazin-4-one hydrochloride), [OH-].[Na+] (caustic soda), C(=O)O (formic acid). The solvent is C(Cl)Cl (methylene chloride). Conditions: time 10 minute. Yields the product Cl.COC=1C(=CC2=C(C(N(CO2)CCCN(CCC2=CC(=C(C=C2)OC)OC)C)=O)C1)OC (2,3-Dihydro-6,7-dimethoxy-3-{3-[(methyl)(3,4-dimethoxyphenethyl)amino]propyl}-4H-1,3-benzoxazin-4-one hydrochloride). Isolated yield 90.0%. As a reaction SMILES: [ClH:1].[CH3:2][O:3][C:4]1[C:5]([O:31][CH3:32])=[CH:6][C:7]2[O:12][CH2:11][N:10]([CH2:13][CH2:14][CH2:15][NH:16][CH2:17][CH2:18][C:19]3[CH:24]=[CH:23][C:22]([O:25][CH3:26])=[C:21]([O:27][CH3:28])[CH:20]=3)[C:9](=[O:29])[C:8]=2[CH:30]=1.[CH:33](O)=O.C=O.[OH-].[Na+]>C(Cl)Cl>[ClH:1].[CH3:2][O:3][C:4]1[C:5]([O:31][CH3:32])=[CH:6][C:7]2[O:12][CH2:11][N:10]([CH2:13][CH2:14][CH2:15][N:16]([CH3:33])[CH2:17][CH2:18][C:19]3[CH:24]=[CH:23][C:22]([O:25][CH3:26])=[C:21]([O:27][CH3:28])[CH:20]=3)[C:9](=[O:29])[C:8]=2[CH:30]=1 |f:0.1,4.5,7.8|. Reported procedure: 8 g (18.5 mmol) of base of the compound P are dissolved with cooling in 2.1 ml (56 mmol) of formic acid, stirred for 10 min, then treated at 25° C. in 1.6 ml of 40% strength formaldehyde (23 mmol) and then taken for 10 min to an oil bath preheated to 80° C. The mixture is cooled, taken up in methylene chloride and alkalinized with caustic soda solution. The phases are separated, the aqueous phase is re-extracted with the same solvent and the organic phases are combined, washed with saline soluti... Starting materials: BrC1=C(C=CC=C1)O (2-bromophenol), BrCC(=O)OCC (ethyl bromoacetate), C(=O)([O-])[O-].[K+].[K+] (K2CO3). Run in CC#N (MeCN). Reaction conditions: temperature 80 celsius, time 4 hour. Yields the product BrC1=C(OCC(=O)OCC)C=CC=C1 (ethyl 2-(2-bromophenoxy)acetate). Reaction SMILES: [Br:1][C:2]1[CH:7]=[CH:6][CH:5]=[CH:4][C:3]=1[OH:8].Br[CH2:10][C:11]([O:13][CH2:14][CH3:15])=[O:12].C([O-])([O-])=O.[K+].[K+]>CC#N>[Br:1][C:2]1[CH:7]=[CH:6][CH:5]=[CH:4][C:3]=1[O:8][CH2:10][C:11]([O:13][CH2:14][CH3:15])=[O:12] |f:2.3.4|. Procedure: To a solution of 2-bromophenol (2 g, 0.0116 mol) in MeCN (10 mL) was added ethyl bromoacetate (2.12 g, 0.0128 mol) and K2CO3 (4.81 g, 0.035 mol). The mixture was stirred at 80° C. for 4 h, filtered and concentrated. The crude product was used in the next step without further purification. The reactants are C(C)(=O)O (acetic acid), FC1=C(C=CC=C1)C=C(CC)[N+](=O)[O-] (1-(2-fluorophenyl)-2-nitro-1-butene). Reagents/catalysts: [Zn] (zinc). Solvent: C1(=CC=CC=C1)C (toluene). Conditions: time 4 hour. The product is FC1=C(C=CC=C1)CC(CC)=O (1-(2-Fluorophenyl)-2-butanone). Reaction SMILES: C(O)(=[O:3])C.[F:5][C:6]1[CH:11]=[CH:10][CH:9]=[CH:8][C:7]=1[CH:12]=[C:13]([N+]([O-])=O)[CH2:14][CH3:15]>[Zn].C1(C)C=CC=CC=1>[F:5][C:6]1[CH:11]=[CH:10][CH:9]=[CH:8][C:7]=1[CH2:12][C:13](=[O:3])[CH2:14][CH3:15]. Procedure details: 100 ml of 90% v/v aqueous acetic acid were added to 7.4 g of 1-(2-fluorophenyl)-2-nitro-1-butene [prepared as described in step (a) above], and then 12.11 g (190 mmole) of a zinc powder were added in portions to the resulting solution, whilst heating. The mixture was then heated under reflux, whilst stirring, for 4 hours. At the end of this time, the reaction mixture was left to stand overnight, and then the crystals which had precipitated were filtered off and washed with toluene. The filtrate ...